From a dataset of the Open Reaction Database (ORD), a public repository of structured organic reaction records. describe an organic reaction: reactants, conditions, products, and yield Starting materials: [OH-].[Na+] (NaOH), C(C)C1=NC(=C(C=C1)C(=O)N)N1CC2CN(CC2C1)CC1=CC2=CC=CC=C2C=C1 (ethyl 6-(5-naphthalen-2-ylmethyl-hexahydro-pyrrolo[3,4-c]pyrrol-2-yl)pyridine-5-carboxamide), Cl (HCl). The solvent is CCO (EtOH). Run at temperature 80 celsius. Yields the product C1=C(C=CC2=CC=CC=C12)CN1CC2C(C1)CN(C2)C2=C(C=CC=N2)C(=O)O (6-(5-Naphthalen-2-ylmethyl-hexahydro-pyrrolo[3,4-c]pyrrol-2-yl)pyridine-5-carboxylic acid). As a reaction SMILES: C([C:3]1[CH:8]=[CH:7][C:6]([C:9](N)=[O:10])=[C:5]([N:12]2[CH2:19][CH:18]3[CH:14]([CH2:15][N:16]([CH2:20][C:21]4[CH:30]=[CH:29][C:28]5[C:23](=[CH:24][CH:25]=[CH:26][CH:27]=5)[CH:22]=4)[CH2:17]3)[CH2:13]2)[N:4]=1)C.[OH-:31].[Na+].Cl>CCO>[CH:22]1[C:23]2[C:28](=[CH:27][CH:26]=[CH:25][CH:24]=2)[CH:29]=[CH:30][C:21]=1[CH2:20][N:16]1[CH2:17][CH:18]2[CH2:19][N:12]([C:5]3[N:4]=[CH:3][CH:8]=[CH:7][C:6]=3[C:9]([OH:10])=[O:31])[CH2:13][CH:14]2[CH2:15]1 |f:1.2|. Reported procedure: To a suspension of ethyl 6-(5-naphthalen-2-ylmethyl-hexahydro-pyrrolo[3,4-c]pyrrol-2-yl)pyridine-5-carboxamide (0.255 g, 0.63 mmol) in EtOH (2 ml) was added 6M NaOH (2 ml, 12 mmol). The mixture was heated at 80° C. for 90 min and then cooled to r.t. Concentrated HCl was then added until a precipitate formed, and the solid was collected by filtration (240 mg, quant.). The compound was carried onto the next step without characterization. Reactants: [H-].[Na+] (NaH), C1(=CC=CC=C1)NC=1C=C(C(=O)OCC)C=CC1 (ethyl 3-(phenylamino)benzoate), CI (methyl iodide). Run in O (water), C1CCOC1 (THF). Conditions: time 10 minute. Product: CN(C=1C=C(C(=O)O)C=CC1)C1=CC=CC=C1 (3-(Methyl(phenyl)amino)benzoic acid). Isolated yield 30.0%. Reaction SMILES: [H-].[Na+].[C:3]1([NH:9][C:10]2[CH:11]=[C:12]([CH:18]=[CH:19][CH:20]=2)[C:13]([O:15]CC)=[O:14])[CH:8]=[CH:7][CH:6]=[CH:5][CH:4]=1.[CH3:21]I>C1COCC1.O>[CH3:21][N:9]([C:3]1[CH:4]=[CH:5][CH:6]=[CH:7][CH:8]=1)[C:10]1[CH:11]=[C:12]([CH:18]=[CH:19][CH:20]=1)[C:13]([OH:15])=[O:14] |f:0.1|. Procedure details: NaH 60% in mineral oil (0.050 g; 1.23 mmol) was added to a solution of ethyl 3-(phenylamino)benzoate (0.198 g; 0.820 mmol) in THF (3 mL). After stirring the resulting solution for 10 minutes, methyl iodide (0.102 mL; 1.1.64 mmol) was added and the resulting mixture was stirred overnight at room temperature. The mixture was diluted in water and extracted with ethyl acetate. The organic layer was washed with brine and dried to yield 0.056 g (30%) of the title compound as a colourless solid which w... Reactants: OC1=C(C#N)C=CC(=C1)OCC1=CSC=C1 (2-Hydroxy-4-(3-thienylmethoxy)benzonitrile), [H-].[Na+] (sodium hydride), ClC(CCC(=O)OCC)C1=C(C=CC=C1)C#N (ethyl (RS)-4-chloro-4-(2-cyanophenyl)butanoate). The solvent is CN(C=O)C (dimethyl formamide). Run at time 30 minute. The product is C(#N)C1=C(C=CC=C1)C(CCC(=O)OCC)OC1=C(C=CC(=C1)OCC1=CSC=C1)C#N (ethyl (RS)-4-(2-cyanophenyl)-4-[2-cyano-5-(3-thienylmethoxy)phenoxy]butanoate). Isolated yield 5.2%. As a reaction SMILES: [OH:1][C:2]1[CH:9]=[C:8]([O:10][CH2:11][C:12]2[CH:16]=[CH:15][S:14][CH:13]=2)[CH:7]=[CH:6][C:3]=1[C:4]#[N:5].[H-].[Na+].Cl[CH:20]([C:28]1[CH:33]=[CH:32][CH:31]=[CH:30][C:29]=1[C:34]#[N:35])[CH2:21][CH2:22][C:23]([O:25][CH2:26][CH3:27])=[O:24]>CN(C)C=O>[C:34]([C:29]1[CH:30]=[CH:31][CH:32]=[CH:33][C:28]=1[CH:20]([O:1][C:2]1[CH:9]=[C:8]([O:10][CH2:11][C:12]2[CH:16]=[CH:15][S:14][CH:13]=2)[CH:7]=[CH:6][C:3]=1[C:4]#[N:5])[CH2:21][CH2:22][C:23]([O:25][CH2:26][CH3:27])=[O:24])#[N:35] |f:1.2|. Reported procedure: 2-Hydroxy-4-(3-thienylmethoxy)benzonitrile (2.5 g) is added portionwise to a stirred suspension of sodium hydride (0.44 g, 60% dispersion in mineral oil) in dry dimethyl formamide (30 mL). After stirring at ambient temperature for 30 minutes, ethyl (RS)-4-chloro-4-(2-cyanophenyl)butanoate (2.87 g) is added in one portion and the reaction stirred for 16 hours at 100° C. The reaction is concentrated in vacuo and the residue partitioned between ethyl acetate (100 mL) and water (100 mL). The organic... Product: ClC1=C(C=C(C=C1)Cl)NC(=O)C1=C(N2C(S1)=NCC2)C (2-(2,5-dichlorophenylcarbamoyl)-3-methyl-5,6-dihydroimidazo [2,1-b] thiazole). Conditions: time 10 minute. The solvent is O (water). Reported procedure: A small amount of active charcoal was added to 2-(2,5-dichlorophenyl-carbamoyl)-3-methyl-5,6-dihydro-imidazo [2,1-b] thiazole hydrochloride (compound 8) (9.1 g, 0.025M) dissolved in water (300 ml), and the mixture was stirred for 10 minutes and filtered. Pyridine was added to the filtrate with stirring to adjust the pH to alkaline. The precipitated crystals were collected by filtration, completely washed with water and dried to obtain compound 7 as white powdery crystals. (8.7 g, yield: 95.6%) The yield is 95.6%. Reactants: C (charcoal), Cl.ClC1=C(C=C(C=C1)Cl)NC(=O)C1=C(N2C(S1)=NCC2)C (2-(2,5-dichlorophenyl-carbamoyl)-3-methyl-5,6-dihydro-imidazo [2,1-b] thiazole hydrochloride), Cl.ClC1=C(C=C(C=C1)Cl)NC(=O)C1=C(N2C(S1)=NCC2)C (2-(2,5-dichlorophenyl-carbamoyl)-3-methyl-5,6-dihydro-imidazo [2,1-b] thiazole hydrochloride). As a reaction SMILES: C.Cl.[Cl:3][C:4]1[CH:9]=[CH:8][C:7]([Cl:10])=[CH:6][C:5]=1[NH:11][C:12]([C:14]1[S:18][C:17]2=[N:19][CH2:20][CH2:21][N:16]2[C:15]=1[CH3:22])=[O:13]>O>[Cl:3][C:4]1[CH:9]=[CH:8][C:7]([Cl:10])=[CH:6][C:5]=1[NH:11][C:12]([C:14]1[S:18][C:17]2=[N:19][CH2:20][CH2:21][N:16]2[C:15]=1[CH3:22])=[O:13] |f:1.2|. Reactants: CCCCCCCC(=O)[O-], CCCCCCCC(=O)[O-], C=CCOC(=O)N1CC(S)CC1COCCF, CCOC(C)=O, CC#N, CCN(C(C)C)C(C)C, C=CCOC(=O)C(=[N+]=[N-])C(=O)C(C)C1NC(=O)C1C(C)O, O, O=P(Cl)(Oc1ccccc1)Oc1ccccc1, [Rh+2]. The product is C=CCOC(=O)C1=C(SC2CC(COCCF)N(C(=O)OCC=C)C2)C(C)C2C(C(C)O)C(=O)N12. RXN SMILES: [C:75]([O-:76])(=[O:77])[CH2:78][CH2:79][CH2:80][CH2:81][CH2:82][CH2:83][CH3:84].[C:86]([O-:87])(=[O:88])[CH2:89][CH2:90][CH2:91][CH2:92][CH2:93][CH2:94][CH3:95].[CH2:39]([CH:40]=[CH2:41])[O:42][C:43](=[O:44])[N:45]1[CH:46]([CH2:51][O:52][CH2:53][CH2:54][F:55])[CH2:47][CH:48]([SH:50])[CH2:49]1.[CH3:57][CH2:58][O:59][C:60](=[O:61])[CH3:62].[CH3:63][C:64]#[N:65].[CH:66]([N:67]([CH:68]([CH3:69])[CH3:70])[CH2:71][CH3:72])([CH3:73])[CH3:74].[N+:1](=[C:3]([C:4](=[O:5])[O:6][CH2:7][CH:8]=[CH2:9])[C:10](=[O:2])[CH:11]([CH3:12])[CH:13]1[NH:14][C:15](=[O:20])[CH:16]1[CH:17]([CH3:18])[OH:19])=[N-:21].[OH2:56].[P:22]([Cl:23])([O:24][c:25]1[cH:26][cH:27][cH:28][cH:29][cH:30]1)([O:31][c:32]1[cH:33][cH:34][cH:35][cH:36][cH:37]1)=[O:38].[Rh+2:85]>>[C:3]1([C:4](=[O:5])[O:6][CH2:7][CH:8]=[CH2:9])=[C:10]([S:50][CH:48]2[CH2:47][CH:46]([CH2:51][O:52][CH2:53][CH2:54][F:55])[N:45]([C:43]([O:42][CH2:39][CH:40]=[CH2:41])=[O:44])[CH2:49]2)[CH:11]([CH3:12])[CH:13]2[N:14]1[C:15](=[O:20])[CH:16]2[CH:17]([CH3:18])[OH:19].